Dataset: the Open Reaction Database (ORD), a public repository of structured organic reaction records. Task: describe an organic reaction: reactants, conditions, products, and yield Starting materials: NC1=NN(C=C1[C@@H]1[C@H](CCCC1)OC1=CC(=C(C=C1C)S(=O)(=O)N(C1=NC=NC=C1)CC1=C(C=C(C=C1)OC)OC)F)C1OCCCC1 (4-({(1S*,2R*)-2-[3-amino-1-(tetrahydro-2H-pyran-2-yl)-1H-pyrazol-4-yl]cyclohexyl}oxy)-N-(2,4-dimethoxybenzyl)-2-fluoro-5-methyl-N-(pyrimidin-4-yl)benzenesulfonamide), C(C)(=O)OC(C)=O (acetic anhydride), O (water), C(C)(=O)OCC (ethyl acetate). Run in N1=CC=CC=C1 (pyridine). Run at time 12 hour. The product is COC1=C(CN(S(=O)(=O)C2=CC(=C(O[C@@H]3[C@H](CCCC3)C=3C(=NN(C3)C3OCCCC3)NC(C)=O)C=C2F)C)C2=NC=NC=C2)C=CC(=C1)OC (N-{4-[(1R*,2S*)-2-{4-[(2,4-dimethoxybenzyl) (pyrimidin-4-yl)sulfamoyl]-5-fluoro-2-methylphenoxy}cyclohexyl]-1-(tetrahydro-2H-pyran-2-yl)-1H-pyrazol-3-yl}acetamide). Isolated yield 44.8%. Reaction SMILES: [NH2:1][C:2]1[C:6]([C@H:7]2[CH2:12][CH2:11][CH2:10][CH2:9][C@@H:8]2[O:13][C:14]2[C:19]([CH3:20])=[CH:18][C:17]([S:21]([N:24]([CH2:31][C:32]3[CH:37]=[CH:36][C:35]([O:38][CH3:39])=[CH:34][C:33]=3[O:40][CH3:41])[C:25]3[CH:30]=[CH:29][N:28]=[CH:27][N:26]=3)(=[O:23])=[O:22])=[C:16]([F:42])[CH:15]=2)=[CH:5][N:4]([CH:43]2[CH2:48][CH2:47][CH2:46][CH2:45][O:44]2)[N:3]=1.[C:49](OC(=O)C)(=[O:51])[CH3:50].O.C(OCC)(=O)C>N1C=CC=CC=1>[CH3:41][O:40][C:33]1[CH:34]=[C:35]([O:38][CH3:39])[CH:36]=[CH:37][C:32]=1[CH2:31][N:24]([C:25]1[CH:30]=[CH:29][N:28]=[CH:27][N:26]=1)[S:21]([C:17]1[C:16]([F:42])=[CH:15][C:14]([O:13][C@H:8]2[CH2:9][CH2:10][CH2:11][CH2:12][C@@H:7]2[C:6]2[C:2]([NH:1][C:49](=[O:51])[CH3:50])=[N:3][N:4]([CH:43]3[CH2:48][CH2:47][CH2:46][CH2:45][O:44]3)[CH:5]=2)=[C:19]([CH3:20])[CH:18]=1)(=[O:23])=[O:22]. Procedure details: To a solution of the 4-({(1S*,2R*)-2-[3-amino-1-(tetrahydro-2H-pyran-2-yl)-1H-pyrazol-4-yl]cyclohexyl}oxy)-N-(2,4-dimethoxybenzyl)-2-fluoro-5-methyl-N-(pyrimidin-4-yl)benzenesulfonamide (78 mg, 0.115 mmol) prepared in Example 96a in pyridine (0.50 mL), acetic anhydride (0.021 mL, 0.229 mmol) was added, and the reaction solution was stirred at room temperature for 12 hours. To the reaction solution, water (10 mL) and ethyl acetate (10 mL) were added, and the organic layer was washed with water (1... The product is C(C1=CC=CC=C1)N1CCC=2C=3C4=C(NC2C1)C=CC=C4C(NN3)=O (9-benzyl-8,9,10,11-tetrahydro-2H-phthalazino[8,1-bc][1,7]naphthyridin-3(7H)-one). RXN SMILES: [CH2:1]([N:8]1[CH2:17][C:16]2[NH:15][C:14]3[CH:18]=[CH:19][CH:20]=[C:21]([C:22]([O:24]C)=O)[C:13]=3[C:12](=O)[C:11]=2[CH2:10][CH2:9]1)[C:2]1[CH:7]=[CH:6][CH:5]=[CH:4][CH:3]=1.O.[NH2:28][NH2:29]>>[CH2:1]([N:8]1[CH2:9][C:10]2[NH:15][C:14]3[CH:18]=[CH:19][CH:20]=[C:21]4[C:22](=[O:24])[NH:28][N:29]=[C:12]([C:13]=34)[C:11]=2[CH2:16][CH2:17]1)[C:2]1[CH:7]=[CH:6][CH:5]=[CH:4][CH:3]=1 |f:1.2|. Reactants: C(C1=CC=CC=C1)N1CCC=2C(C3=C(NC2C1)C=CC=C3C(=O)OC)=O (methyl 2-benzyl-5-oxo-1,2,3,4,5,10-hexahydrobenzo[b][1,7]naphthyridine-6-carboxylate), O.NN (hydrazine hydrate). Procedure: Example 18 was prepared from methyl 2-benzyl-5-oxo-1,2,3,4,5,10-hexahydrobenzo[b][1,7]naphthyridine-6-carboxylate and hydrazine hydrate according to the same procedures described as those in Example 15. 1H NMR (DMSO-d6) δ 8.37 (s, 1H), 7.21-7.56 (m, 8H), 3.81 (s, 2H), 3.39 (s, 2H), 2.91 (t, 2H, J=8.4 Hz), and 2.25 (t, 2H, J=8.4 Hz). MS (ESI) m/e [M+1]+ 331.0. The reactants are C(C)(C)(C)OC(=O)N[C@@H](C(C)C)C(=O)O (N-(tert-butoxycarbonyl)-L-valine), Cl.CN(CCCN=C=NCC)C (1-[3-(dimethylamino) propyl]-3-ethylcarbodiimide hydrochloride), CO (Methanol), C(C)(C)(C)OC(=O)N[C@@H](C(C)C)C(=O)O (N-(tert-butoxycarbonyl)-L-valine), Cl.CN(CCCN=C=NCC)C (1-[3-(dimethylamino) propyl]-3-ethylcarbodiimide hydrochloride), starting material, starting material, NC1=NC(N(C=C1)C1OC(C(C1(C)OC(C1=CC=CC=C1)=O)OC(C1=CC=CC=C1)=O)COC(C1=CC=CC=C1)=O)=O (4-amino-1-(3,4-dibenzoyloxy-5-benzoyloxymethyl-3-methyl-tetrahydrofuran-2-yl)-1H-pyrimidin-2-one). Reagents/catalysts: CN(C1=CC=NC=C1)C (4-(dimethylamino)pyridine). Run in ClCCl (dichloromethane). Conditions: temperature 25 celsius, time 4 hour. The product is NC1=NC(N(C=C1)C1OC(C(C1(C)O)O)CO)=O (4-amino-1-(3,4-dihydroxy-5-hydroxymethyl-3-methyl-tetrahydro-furan-2-yl)-1H-pyrimidin-2-one). As a reaction SMILES: [NH2:1][C:2]1[CH:7]=[CH:6][N:5]([CH:8]2[C:12]([O:14]C(=O)C3C=CC=CC=3)([CH3:13])[CH:11]([O:23]C(=O)C3C=CC=CC=3)[CH:10]([CH2:32][O:33]C(=O)C3C=CC=CC=3)[O:9]2)[C:4](=[O:42])[N:3]=1.C(OC(N[C@H](C(O)=O)C(C)C)=O)(C)(C)C.Cl.CN(C)CCCN=C=NCC.CO>ClCCl.CN(C)C1C=CN=CC=1>[NH2:1][C:2]1[CH:7]=[CH:6][N:5]([CH:8]2[C:12]([OH:14])([CH3:13])[CH:11]([OH:23])[CH:10]([CH2:32][OH:33])[O:9]2)[C:4](=[O:42])[N:3]=1 |f:2.3|. Reported procedure: A solution of compound (5) (58 g, 0.1053 mol) in dichloromethane (500 ml) was stirred at 25° C. under argon atmosphere. N-(tert-butoxycarbonyl)-L-valine (29.7 g, 0.1367 mol), 1-[3-(dimethylamino) propyl]-3-ethylcarbodiimide hydrochloride (26.2 g, 0.1367 mol) and 4-(dimethylamino)pyridine (1.3 g, 0.0106 mol) were added and the reaction mixture was stirred at 25° C. and monitored by HPLC (method #2). After 4 hours, HPLC showed 7.9% of starting material. N-(tert-butoxycarbonyl)-L-valine (4.57 g, 0.... The reactants are CN(C)C=O, CCOC(C)=O, O=C(Cl)C(=O)Cl, CC(C)(C#N)c1cccc(C(=O)O)c1Cl, CC(=O)Nc1nc2ccc(Oc3cccc(N)c3)cc2s1, C1CCOC1, O. Product: CC(=O)Nc1nc2ccc(Oc3cccc(NC(=O)c4cccc(C(C)(C)C#N)c4Cl)c3)cc2s1. Reaction SMILES: [CH3:22][N:23]([CH3:24])[CH:25]=[O:26].[CH3:53][CH2:54][O:55][C:56](=[O:57])[CH3:58].[Cl:16][C:17]([C:18]([Cl:19])=[O:20])=[O:21].[Cl:1][c:2]1[c:3]([C:4](=[O:5])[OH:6])[cH:7][cH:8][cH:9][c:10]1[C:11]([CH3:12])([CH3:13])[C:14]#[N:15].[NH2:27][c:28]1[cH:29][c:30]([O:31][c:32]2[cH:33][c:34]3[c:35]([n:36][c:37]([NH:39][C:40]([CH3:41])=[O:42])[s:38]3)[cH:43][cH:44]2)[cH:45][cH:46][cH:47]1.[O:48]1[CH2:49][CH2:50][CH2:51][CH2:52]1.[OH2:59]>>[Cl:1][c:2]1[c:3]([C:4](=[O:6])[NH:27][c:28]2[cH:29][c:30]([O:31][c:32]3[cH:33][c:34]4[c:35]([n:36][c:37]([NH:39][C:40]([CH3:41])=[O:42])[s:38]4)[cH:43][cH:44]3)[cH:45][cH:46][cH:47]2)[cH:7][cH:8][cH:9][c:10]1[C:11]([CH3:12])([CH3:13])[C:14]#[N:15]. The reactants are CC1CN(C(c2cc(F)c(F)c(F)c2)C(CO[SiH](c2ccccc2)c2ccccc2)C(C)(C)C)C(=O)C(=O)O1, C1CCOC1, CCOC(C)=O, CCC(C)[BH-](C(C)CC)C(C)CC, [Li+], [Na+], [Na+], [OH-], OO, O=S([O-])O. The product is CC1CN(C(c2cc(F)c(F)c(F)c2)C(CO[SiH](c2ccccc2)c2ccccc2)C(C)(C)C)C(=O)C(O)O1. As a reaction SMILES: [C:15]([CH3:16])([CH3:17])([CH3:18])[CH:19]([CH:20]([c:21]1[cH:22][c:23]([F:29])[c:24]([F:28])[c:25]([F:27])[cH:26]1)[N:30]1[C:31](=[O:38])[C:32](=[O:37])[O:33][CH:34]([CH3:36])[CH2:35]1)[CH2:39][O:40][SiH:41]([c:42]1[cH:43][cH:44][cH:45][cH:46][cH:47]1)[c:48]1[cH:49][cH:50][cH:51][cH:52][cH:53]1.[CH2:69]1[O:70][CH2:71][CH2:72][CH2:73]1.[CH3:63][CH2:64][O:65][C:66](=[O:67])[CH3:68].[CH:1]([BH-:2]([CH:3]([CH2:4][CH3:5])[CH3:6])[CH:7]([CH2:8][CH3:9])[CH3:10])([CH2:11][CH3:12])[CH3:13].[Li+:14].[Na+:55].[Na+:58].[OH-:54].[OH:56][OH:57].[OH:59][S:60](=[O:61])[O-:62]>>[C:15]([CH3:16])([CH3:17])([CH3:18])[CH:19]([CH:20]([c:21]1[cH:22][c:23]([F:29])[c:24]([F:28])[c:25]([F:27])[cH:26]1)[N:30]1[C:31](=[O:38])[CH:32]([OH:37])[O:33][CH:34]([CH3:36])[CH2:35]1)[CH2:39][O:40][SiH:41]([c:42]1[cH:43][cH:44][cH:45][cH:46][cH:47]1)[c:48]1[cH:49][cH:50][cH:51][cH:52][cH:53]1. Reactants: C(C)N1CN(C=2C1=NC1=CC=CC=C1N2)CC (1,3-diethylimidazo[4,5-b]quinoxaline), ClC1N(C=2C(=NC3=CC=CC=C3N2)N1CC=C)CC=C (chloro-1,3-diallylimidazo[4,5-b]quinoxaline). The product is N1=CN=C2C1=NC1=CC=CC=C1N2 (imidazo[4,5-b]quinoxaline). As a reaction SMILES: C([N:3]1[C:7]2=[N:8][C:9]3[C:14]([N:15]=[C:6]2[N:5](CC)[CH2:4]1)=[CH:13][CH:12]=[CH:11][CH:10]=3)C.ClC1N(CC=C)C2=NC3C(N=C2N1CC=C)=CC=CC=3>>[N:5]1[C:6]2=[N:15][C:14]3[C:9]([NH:8][C:7]2=[N:3][CH:4]=1)=[CH:10][CH:11]=[CH:12][CH:13]=3. Procedure details: 1,3-diethylimidazo[4,5-b]quinoxaline and 6 chloro-1,3-diallylimidazo[4,5-b]quinoxaline;